Dataset: the Open Reaction Database (ORD), a public repository of structured organic reaction records. Task: describe an organic reaction: reactants, conditions, products, and yield Reactants: CC(C)(C)[O-], CCOC(C)=O, Cc1cc(C)nc(Cl)n1, CC(C)(C)OC(=O)N1CCC(N)CC1, [Na+], CC(=O)[O-], CC(=O)[O-], C1COCCO1, [Pd+2]. Yields the product Cc1cc(C)nc(NC2CCN(C(=O)OC(C)(C)C)CC2)n1. As a reaction SMILES: [CH3:24][C:25]([CH3:26])([O-:27])[CH3:28].[CH3:36][CH2:37][O:38][C:39](=[O:40])[CH3:41].[Cl:1][c:2]1[n:3][c:4]([CH3:9])[cH:5][c:6]([CH3:8])[n:7]1.[NH2:10][CH:11]1[CH2:12][CH2:13][N:14]([C:17](=[O:18])[O:19][C:20]([CH3:21])([CH3:22])[CH3:23])[CH2:15][CH2:16]1.[Na+:29].[O-:43][C:44]([CH3:45])=[O:46].[O-:47][C:48]([CH3:49])=[O:50].[O:30]1[CH2:31][CH2:32][O:33][CH2:34][CH2:35]1.[Pd+2:42]>>[c:2]1([NH:10][CH:11]2[CH2:12][CH2:13][N:14]([C:17](=[O:18])[O:19][C:20]([CH3:21])([CH3:22])[CH3:23])[CH2:15][CH2:16]2)[n:3][c:4]([CH3:9])[cH:5][c:6]([CH3:8])[n:7]1. Reactants: COC(=O)C1CN(Cc2ccccc2)C(=O)CC1c1cc(F)c(F)cc1F, CO, [Li+], C1CCOC1, [OH-]. Yields the product O=C(O)C1CN(Cc2ccccc2)C(=O)CC1c1cc(F)c(F)cc1F. Reaction SMILES: [CH3:1][O:2][C:3](=[O:4])[CH:5]1[CH2:6][N:7]([CH2:21][c:22]2[cH:23][cH:24][cH:25][cH:26][cH:27]2)[C:8](=[O:20])[CH2:9][CH:10]1[c:11]1[c:12]([F:19])[cH:13][c:14]([F:18])[c:15]([F:17])[cH:16]1.[CH3:30][OH:31].[Li+:28].[O:32]1[CH2:33][CH2:34][CH2:35][CH2:36]1.[OH-:29]>>[O:2]=[C:3]([OH:4])[CH:5]1[CH2:6][N:7]([CH2:21][c:22]2[cH:23][cH:24][cH:25][cH:26][cH:27]2)[C:8](=[O:20])[CH2:9][CH:10]1[c:11]1[c:12]([F:19])[cH:13][c:14]([F:18])[c:15]([F:17])[cH:16]1. Starting materials: N1CCC(C2=CC3=C(C=C12)C=CC=C3)=O (2,3-dihydrobenzo[g]quinolin-4-(1H)-one). Reagents/catalysts: [O-2].[Mn+4].[O-2] (manganese(IV) oxide). The solvent is O1CCCC1 (tetrahydrofuran). The product is N1=CC=C(C2=CC3=C(C=C12)C=CC=C3)O (benzo[g]-quinolin-4-ol). The yield is 90.0%. As a reaction SMILES: [NH:1]1[C:10]2[C:5](=[CH:6][C:7]3[CH:14]=[CH:13][CH:12]=[CH:11][C:8]=3[CH:9]=2)[C:4](=[O:15])[CH2:3][CH2:2]1>O1CCCC1.[O-2].[Mn+4].[O-2]>[N:1]1[C:10]2[C:5](=[CH:6][C:7]3[CH:14]=[CH:13][CH:12]=[CH:11][C:8]=3[CH:9]=2)[C:4]([OH:15])=[CH:3][CH:2]=1 |f:2.3.4|. Reported procedure: To 500 mg of 2,3-Dihydrobenzo[g]quinolin-4(IH)-one (1, 2.53 mmol) in 25 mL of dry tetrahydrofuran (0.25 M) under a nitrogen atmosphere was added 1.76 g manganese(IV) oxide (8 equivalents). The reaction mixture was heated to reflux and monitored by TLC until completion. The crude reaction mixture was filtered through a celite plug using 5% methanol in methylene chloride to afford 445 mg of relatively clean benzo[g]quinolin-4-ol (6) in 90% yield. Subsequently, the phenol was directly subjected to ...